Dataset: the Open Reaction Database (ORD), a public repository of structured organic reaction records. Task: describe an organic reaction: reactants, conditions, products, and yield Starting materials: CCN=C=NCCCN(C)C, CCOc1cc(CN2CCC(N)CC2)ccc1Cl, Nc1ccc(C(=O)O)cn1, [Na+], O=C([O-])O, CN(C)C=O. Product: CCOc1cc(CN2CCC(NC(=O)c3ccc(N)nc3)CC2)ccc1Cl. As a reaction SMILES: [CH3:29][CH2:30][N:31]=[C:32]=[N:33][CH2:34][CH2:35][CH2:36][N:37]([CH3:38])[CH3:39].[Cl:1][c:2]1[c:3]([O:16][CH2:17][CH3:18])[cH:4][c:5]([CH2:6][N:7]2[CH2:8][CH2:9][CH:10]([NH2:13])[CH2:11][CH2:12]2)[cH:14][cH:15]1.[NH2:19][c:20]1[n:21][cH:22][c:23]([C:24](=[O:25])[OH:26])[cH:27][cH:28]1.[Na+:44].[O-:40][C:41]([OH:42])=[O:43].[O:45]=[CH:46][N:47]([CH3:48])[CH3:49]>>[Cl:1][c:2]1[c:3]([O:16][CH2:17][CH3:18])[cH:4][c:5]([CH2:6][N:7]2[CH2:8][CH2:9][CH:10]([NH:13][C:24]([c:23]3[cH:22][n:21][c:20]([NH2:19])[cH:28][cH:27]3)=[O:25])[CH2:11][CH2:12]2)[cH:14][cH:15]1. Reactants: Brc1ccc(C2=CCCCC2)cc1, Br, O=[Pt]. The product is Brc1ccc(C2CCCCC2)cc1. As a reaction SMILES: [Br:1][c:2]1[cH:3][cH:4][c:5]([C:8]2=[CH:9][CH2:10][CH2:11][CH2:12][CH2:13]2)[cH:6][cH:7]1.[BrH:14].[Pt:15]=[O:16]>>[Br:1][c:2]1[cH:3][cH:4][c:5]([CH:8]2[CH2:9][CH2:10][CH2:11][CH2:12][CH2:13]2)[cH:6][cH:7]1. Yields the product C(C)(C)(C)C1=C(C=C(C=C1)CNC(C)=O)NC(CC(CCCCC)C1=C(C=C(C(=C1)OC)OC)OC)=O (N-[2-t-Butyl-5-(N-acetylaminomethyl)phenyl]-3-(2,4,5-trimethoxyphenyl)octanamide). As a reaction SMILES: [C:1]([C:5]1[CH:10]=[CH:9][C:8]([CH2:11][NH2:12])=[CH:7][C:6]=1[NH:13][C:14](=[O:34])[CH2:15][CH:16]([C:22]1[CH:27]=[C:26]([O:28][CH3:29])[C:25]([O:30][CH3:31])=[CH:24][C:23]=1[O:32][CH3:33])[CH2:17][CH2:18][CH2:19][CH2:20][CH3:21])([CH3:4])([CH3:3])[CH3:2].[C:35](OC(=O)C)(=[O:37])[CH3:36]>>[C:1]([C:5]1[CH:10]=[CH:9][C:8]([CH2:11][NH:12][C:35](=[O:37])[CH3:36])=[CH:7][C:6]=1[NH:13][C:14](=[O:34])[CH2:15][CH:16]([C:22]1[CH:27]=[C:26]([O:28][CH3:29])[C:25]([O:30][CH3:31])=[CH:24][C:23]=1[O:32][CH3:33])[CH2:17][CH2:18][CH2:19][CH2:20][CH3:21])([CH3:2])([CH3:3])[CH3:4]. Procedure: Following a similar procedure to that described in Example 144, but using N-(2-t-butyl-5-aminomethylphenyl)-3-(2,4,5-trimethoxyphenyl)octanamide prepared as described in Preparation 72B) and acetic anhydride, the title compound was obtained as a colorless foam-like substance. Reactants: C(C)(C)(C)C1=C(C=C(C=C1)CN)NC(CC(CCCCC)C1=C(C=C(C(=C1)OC)OC)OC)=O (N-(2-t-butyl-5-aminomethylphenyl)-3-(2,4,5-trimethoxyphenyl)octanamide), C(C)(C)(C)C1=C(C=C(C=C1)CN)NC(CC(CCCCC)C1=C(C=C(C(=C1)OC)OC)OC)=O (N-(2-t-butyl-5-aminomethylphenyl)-3-(2,4,5-trimethoxyphenyl)octanamide), C(C)(=O)OC(C)=O (acetic anhydride). Reaction SMILES: [Br:3][c:4]1[c:5]([Cl:24])[cH:6][c:7]2[c:8](-[c:18]3[cH:19][cH:20][cH:21][cH:22][cH:23]3)[c:9]([C:13](=[O:14])[O:15][CH2:16][CH3:17])[nH:10][c:11]2[cH:12]1.[CH3:26][C:27](=[O:28])[OH:29].[CH3:30][S:31](=[O:32])[CH3:33].[H-:1].[Na+:2].[OH2:25].[cH:34]1[cH:35][cH:36][cH:37][cH:38][cH:39]1>>[Br:3][c:4]1[c:5]([Cl:24])[cH:6][c:7]2[c:8](-[c:18]3[cH:19][cH:20][cH:21][cH:22][cH:23]3)[c:9]([C:13](=[O:14])[CH2:30][S:31](=[O:32])[CH3:33])[nH:10][c:11]2[cH:12]1. Yields the product CS(=O)CC(=O)c1[nH]c2cc(Br)c(Cl)cc2c1-c1ccccc1. The reactants are CCOC(=O)c1[nH]c2cc(Br)c(Cl)cc2c1-c1ccccc1, CC(=O)O, CS(C)=O, [H-], [Na+], O, c1ccccc1.